From a dataset of the Open Reaction Database (ORD), a public repository of structured organic reaction records. describe an organic reaction: reactants, conditions, products, and yield Product: C(C)(C)(C)OC(NC=1SC=C(N1)COCCOC)=O (tert-Butyl-4-((2-methoxyethoxy)methyl)thiazol-2-ylcarbamate). Reaction SMILES: [Cl-].[C:2]([O:6][C:7](=[O:16])[NH:8][C:9]1[S:10][CH:11]=[C:12]([CH2:14]Cl)[N:13]=1)([CH3:5])([CH3:4])[CH3:3].C(=O)([O-])[O-].[K+].[K+].[CH3:23][O:24][CH2:25][CH2:26][OH:27]>>[C:2]([O:6][C:7](=[O:16])[NH:8][C:9]1[S:10][CH:11]=[C:12]([CH2:14][O:27][CH2:26][CH2:25][O:24][CH3:23])[N:13]=1)([CH3:5])([CH3:4])[CH3:3] |f:2.3.4|. Reaction conditions: temperature 90 celsius, time 2 hour. Isolated yield 46.0%. Reactants: [Cl-] (chloride), C(C)(C)(C)OC(NC=1SC=C(N1)CCl)=O (tert-Butyl-4-(chloromethyl)thiazol-2-ylcarbamate), C([O-])([O-])=O.[K+].[K+] (potassium carbonate), COCCO (2-methoxyethanol). Procedure: A mixture of the chloride (Intermediate II, 420 mg, 1.69 mmol) and potassium carbonate (818 mg, 5.92 mmol) in 2-methoxyethanol (12 ml) was stirred for 2 hours at 90° C. TLC indicated complete conversion. The mixture was filtered through a pad of celite and the solvent was removed under vacuum. The residue was purified by column chromatography (silica gel, ethyl acetate/heptane, 25-70% gradient) to give 46% (225 mg, 781 μmol) of title compound as pale yellow oil. 1H NMR (300 MHz, CDCl3) δ 1.56 (s... Reactants: C(C)(C)(C)OC(=O)N1CCN(CC1)C1=CC(=NC2=CC(=CC=C12)Cl)NCCC (4-[4-(tert-Butoxycarbonyl)piperazin-1-yl]-7-chloro-2-(n-propylamino)quinoline), C(=O)(C(F)(F)F)O (TFA). Run in C(Cl)Cl (CH2Cl2). Product: ClC1=CC=C2C(=CC(=NC2=C1)NCCC)N1CCN(CC1)C(=O)NC1=CC=C(C=C1)F (7-Chloro-4-[4-(4-fluorophenylaminocarbonyl)piperazin-1-yl]-2-(n-propylamino)quinoline). As a reaction SMILES: C([O:5][C:6]([N:8]1[CH2:13][CH2:12][N:11]([C:14]2[C:23]3[C:18](=[CH:19][C:20]([Cl:24])=[CH:21][CH:22]=3)[N:17]=[C:16]([NH:25][CH2:26][CH2:27][CH3:28])[CH:15]=2)[CH2:10][CH2:9]1)=O)(C)(C)C.[C:29](O)([C:31]([F:34])(F)F)=O>C(Cl)Cl>[Cl:24][C:20]1[CH:19]=[C:18]2[C:23]([C:14]([N:11]3[CH2:12][CH2:13][N:8]([C:6]([NH:11][C:14]4[CH:23]=[CH:29][C:31]([F:34])=[CH:16][CH:15]=4)=[O:5])[CH2:9][CH2:10]3)=[CH:15][C:16]([NH:25][CH2:26][CH2:27][CH3:28])=[N:17]2)=[CH:22][CH:21]=1. Procedure details: 4-[4-(tert-Butoxycarbonyl)piperazin-1-yl]-7-chloro-2-(n-propylamino)quinoline (25 mg, 0.06 mmol) is deprotected with TFA in CH2Cl2 and transformed into the title product according to method C using 4-fluorophenyl isocyanate (10 μL, 0.09 mmol) and triethylamine (60 μL, 0.43 mmol) to give a colorless solid. Reagents/catalysts: C=1C=CC(=CC1)[P](C=2C=CC=CC2)(C=3C=CC=CC3)[Pd]([P](C=4C=CC=CC4)(C=5C=CC=CC5)C=6C=CC=CC6)([P](C=7C=CC=CC7)(C=8C=CC=CC8)C=9C=CC=CC9)[P](C=1C=CC=CC1)(C=1C=CC=CC1)C=1C=CC=CC1 (Pd(Ph3P)4). Run at temperature 80 celsius. Reaction SMILES: Br[C:2]1[S:6]/[C:5](=[CH:7]\[C:8]([C:10]2[CH:15]=[C:14]([Cl:16])[CH:13]=[CH:12][C:11]=2[O:17][CH3:18])=[O:9])/[N:4]([CH2:19][CH2:20][CH2:21][CH3:22])[C:3]=1[CH3:23].[F:24][C:25]1[CH:30]=[CH:29][C:28](B(O)O)=[CH:27][CH:26]=1.C1(P(C2C=CC=CC=2)C2C=CC=CC=2)C=CC=CC=1.C(=O)([O-])[O-].[K+].[K+]>O1CCOCC1.C1C=CC([P]([Pd]([P](C2C=CC=CC=2)(C2C=CC=CC=2)C2C=CC=CC=2)([P](C2C=CC=CC=2)(C2C=CC=CC=2)C2C=CC=CC=2)[P](C2C=CC=CC=2)(C2C=CC=CC=2)C2C=CC=CC=2)(C2C=CC=CC=2)C2C=CC=CC=2)=CC=1>[CH2:19]([N:4]1[C:3]([CH3:23])=[C:2]([C:28]2[CH:29]=[CH:30][C:25]([F:24])=[CH:26][CH:27]=2)[S:6]/[C:5]/1=[CH:7]\[C:8]([C:10]1[CH:15]=[C:14]([Cl:16])[CH:13]=[CH:12][C:11]=1[O:17][CH3:18])=[O:9])[CH2:20][CH2:21][CH3:22] |f:3.4.5,^1:68,70,89,108|. The solvent is O1CCOCC1 (dioxane). Yields the product C(CCC)N1/C(/SC(=C1C)C1=CC=C(C=C1)F)=C/C(=O)C1=C(C=CC(=C1)Cl)OC ((2Z)-2-[3-butyl-5-(4-fluorophenyl)-4-methyl-1,3-thiazol-2(3H)-ylidene]-1-(5-chloro-2-methoxyphenyl)ethanone). Procedure: A mixture of the product from Example 13 (126 mg, 0.3 mmol), 4-fluorophenylboronic acid (45 mg, 0.3 mmol0, triphenylphosphine (79 mg, 0.3 mmol), potassium carbonate (69 mg, 0.5 mmol) and Pd(Ph3P)4 (35 mg, 0.03 mmol) in dioxane (10 mL) was refluxed at 80° C. for 48 min. The mixture was then cooled to room temperature and concentrated under reduced pressure. The residue was purified by chromatography (hexane-EtOAc 2:1) to afford 50 mg of the title compound. 1H NMR (300 MHz, DMSO-d6) δ 0.95 (t, J=7... Starting materials: BrC1=C(N(/C(/S1)=C/C(=O)C1=C(C=CC(=C1)Cl)OC)CCCC)C ((2Z)-2-(5-bromo-3-butyl-4-methyl-1,3-thiazol-2(3H)-ylidene)-1-(5-chloro-2-methoxyphenyl)ethanone), FC1=CC=C(C=C1)B(O)O (4-fluorophenylboronic acid), C1(=CC=CC=C1)P(C1=CC=CC=C1)C1=CC=CC=C1 (triphenylphosphine), C([O-])([O-])=O.[K+].[K+] (potassium carbonate). The reactants are [C-]#N, [C-]#N, CN(C)C=O, CCOC(C)=O, CCOC(=O)C1=Cc2cc(I)ccc2NC1C(F)(F)F, [Zn+2]. Yields the product CCOC(=O)C1=Cc2cc(C#N)ccc2NC1C(F)(F)F. RXN SMILES: [C-:26]#[N:27].[C-:29]#[N:30].[CH3:21][N:22]([CH3:23])[CH:24]=[O:25].[CH3:31][CH2:32][O:33][C:34](=[O:35])[CH3:36].[I:1][c:2]1[cH:3][c:4]2[c:9]([cH:10][cH:11]1)[NH:8][CH:7]([C:12]([F:13])([F:14])[F:15])[C:6]([C:16](=[O:17])[O:18][CH2:19][CH3:20])=[CH:5]2.[Zn+2:28]>>[c:2]1([C:21]#[N:22])[cH:3][c:4]2[c:9]([cH:10][cH:11]1)[NH:8][CH:7]([C:12]([F:13])([F:14])[F:15])[C:6]([C:16](=[O:17])[O:18][CH2:19][CH3:20])=[CH:5]2.